This data is from the Open Reaction Database (ORD), a public repository of structured organic reaction records. The task is: describe an organic reaction: reactants, conditions, products, and yield Starting materials: C(C1=CC=CC=C1)N1CC(C(CC1)C1=CC(=CC=C1)OCC1=CC=CC=C1)OCC1=CC2=CC=CC=C2C=C1 ((3RS,4RS)-1-benzyl-4-(3-benzyloxyphenyl)-3-(naphthalen-2-ylmethoxy)-piperidine), CN(C1=CC=CC=C1)C (N,N-dimethylaniline), [Cl-].[Cl-].[Cl-].[Al+3] (aluminium trichloride). Run in C(Cl)Cl (methylene chloride). Reaction conditions: time 2.5 hour. Product: C(C1=CC=CC=C1)N1CC(C(CC1)C1=CC(=CC=C1)O)OCC1=CC2=CC=CC=C2C=C1 ((3RS,4RS)-1-benzyl-4-(3-hydroxyphenyl)-3-(naphthalen-2-ylmethoxy)-piperidine). The yield is 31.5%. As a reaction SMILES: [CH2:1]([N:8]1[CH2:13][CH2:12][CH:11]([C:14]2[CH:19]=[CH:18][CH:17]=[C:16]([O:20]CC3C=CC=CC=3)[CH:15]=2)[CH:10]([O:28][CH2:29][C:30]2[CH:39]=[CH:38][C:37]3[C:32](=[CH:33][CH:34]=[CH:35][CH:36]=3)[CH:31]=2)[CH2:9]1)[C:2]1[CH:7]=[CH:6][CH:5]=[CH:4][CH:3]=1.CN(C)C1C=CC=CC=1.[Cl-].[Cl-].[Cl-].[Al+3]>C(Cl)Cl>[CH2:1]([N:8]1[CH2:13][CH2:12][CH:11]([C:14]2[CH:19]=[CH:18][CH:17]=[C:16]([OH:20])[CH:15]=2)[CH:10]([O:28][CH2:29][C:30]2[CH:39]=[CH:38][C:37]3[C:32](=[CH:33][CH:34]=[CH:35][CH:36]=3)[CH:31]=2)[CH2:9]1)[C:2]1[CH:7]=[CH:6][CH:5]=[CH:4][CH:3]=1 |f:2.3.4.5|. Reported procedure: A solution of 250 mg (0.487 mmol) of (3RS,4RS)-1-benzyl-4-(3-benzyloxyphenyl)-3-(naphthalen-2-ylmethoxy)-piperidine in 1.1 ml of methylene chloride was treated at room temperature with 247 μl (236 mg, 1.946 mmol, 4 eq.) of N,N-dimethylaniline and 195 mg (1.46 mmol, 3.0 eq.) of aluminium trichloride and stirred at room temperature for 2.5 hours. Subsequently, the mixture was partitioned between methylene chloride and 5% sodium hydrogen carbonate solution, the organic phase was dried over magnesiu...